This data is from the Open Reaction Database (ORD), a public repository of structured organic reaction records. The task is: describe an organic reaction: reactants, conditions, products, and yield Starting materials: FC1=CC=C(C=C1)C1=NOC(=N1)C(C)O (1-(3-(4-fluorophenyl)-1,2,4-oxadiazol-5-yl)ethanol), FC1=CC=C(C=C1)C1=NOC(=N1)C(C)=O (1-(3-(4-fluorophenyl)-1,2,4-oxadiazol-5-yl)ethanone), FC1=CC=C(C#N)C=C1 (4-fluoro-benzonitrile), Cl.NO (hydroxylamine hydrochloride). The product is FC1=CC=C(C(NO)=N)C=C1 (4-fluoro-N-hydroxybenzimidamide). Reaction SMILES: [F:1][C:2]1[CH:7]=[CH:6][C:5]([C:8]2[N:12]=C(C(O)C)[O:10][N:9]=2)=[CH:4][CH:3]=1.FC1C=CC(C2N=C(C(=O)C)ON=2)=CC=1.FC1C=CC(C#N)=CC=1.Cl.NO>>[F:1][C:2]1[CH:7]=[CH:6][C:5]([C:8](=[NH:12])[NH:9][OH:10])=[CH:4][CH:3]=1 |f:3.4|. Procedure details: In another embodiment, intermediate compounds 1-(3-(4-fluorophenyl)-1,2,4-oxadiazol-5-yl)ethanol and 1-(3-(4-fluorophenyl)-1,2,4-oxadiazol-5-yl)ethanone may be prepared as described in Scheme 10D. In this route, 4-fluoro-benzonitrile is reacted with hydroxylamine hydrochloride to provide 4-fluoro-N-hydroxybenzimidamide. In one embodiment, the reaction is performed at refluxing temperatures. In another embodiment, the reaction is performed in the presence of a lower alkyl alcohol such as ethanol,... Starting materials: C(C)(C)(C)OC(C(=O)OC)C=1C(=NC(=NC1C1=CC=C(C=C1)C)N1CCCCC1)C (methyl 2-tert-butoxy-2-(4-methyl-2-(piperidin-1-yl)-6-p-tolylpyrimidin-5-yl)acetate), C(C)(C)(C)OC(C(=O)OC)C=1C(=NC(=NC1C)N1CCCCC1)C(C)(C)C (methyl 2-tert-butoxy-2-(4-tert-butyl-6-methyl-2-(piperidin-1-yl)pyrimidin-5-yl)acetate). Product: C(C)(C)(C)OC(C(=O)O)C=1C(=NC(=NC1C)N1CCCCC1)C(C)(C)C (2-tert-butoxy-2-(4-tert-butyl-6-methyl-2-(piperidin-1-yl)pyrimidin-5-yl)acetic acid). As a reaction SMILES: C(OC(C1C(C)=NC(N2CCCCC2)=NC=1C1C=CC(C)=CC=1)C(OC)=O)(C)(C)C.[C:31]([O:35][CH:36]([C:41]1[C:42]([C:54]([CH3:57])([CH3:56])[CH3:55])=[N:43][C:44]([N:48]2[CH2:53][CH2:52][CH2:51][CH2:50][CH2:49]2)=[N:45][C:46]=1[CH3:47])[C:37]([O:39]C)=[O:38])([CH3:34])([CH3:33])[CH3:32]>>[C:31]([O:35][CH:36]([C:41]1[C:42]([C:54]([CH3:57])([CH3:56])[CH3:55])=[N:43][C:44]([N:48]2[CH2:49][CH2:50][CH2:51][CH2:52][CH2:53]2)=[N:45][C:46]=1[CH3:47])[C:37]([OH:39])=[O:38])([CH3:33])([CH3:34])[CH3:32]. Procedure: This compound is prepared following the same procedure as described for example 185 wherein methyl 2-tert-butoxy-2-(4-methyl-2-(piperidin-1-yl)-6-p-tolylpyrimidin-5-yl)acetate is replaced by methyl 2-tert-butoxy-2-(4-tert-butyl-6-methyl-2-(piperidin-1-yl)pyrimidin-5-yl)acetate. The reactants are CCN(Cc1cnc[nH]1)c1cc(Cl)nc(Cc2ccccc2)n1, CO, O=C[O-], [NH4+]. Yields the product CCN(Cc1cnc[nH]1)c1ccnc(Cc2ccccc2)n1. RXN SMILES: [CH2:1]([c:2]1[cH:3][cH:4][cH:5][cH:6][cH:7]1)[c:8]1[n:9][c:10]([Cl:23])[cH:11][c:12]([N:14]([CH2:15][c:16]2[nH:17][cH:18][n:19][cH:20]2)[CH2:21][CH3:22])[n:13]1.[CH3:28][OH:29].[CH:24]([O-:25])=[O:26].[NH4+:27]>>[CH2:1]([c:2]1[cH:3][cH:4][cH:5][cH:6][cH:7]1)[c:8]1[n:9][cH:10][cH:11][c:12]([N:14]([CH2:15][c:16]2[nH:17][cH:18][n:19][cH:20]2)[CH2:21][CH3:22])[n:13]1. Reactants: CS(=O)(=O)OCC1(CCOCC1)F ((4-fluorotetrahydro-2H-pyran-4-yl)methyl methanesulfonate), C1(C=2C(C(N1)=O)=CC=CC2)=O.[K] (potassium phthalimide). Solvent: CN(C=O)C (N,N-dimethylformamide), C(C)(=O)OCC (ethyl acetate). Yields the product FC1(CCOCC1)CN1C(C2=CC=CC=C2C1=O)=O (2-((4-fluorotetrahydro-2H-pyran-4-yl)methyl)isoindoline-1,3-dione). Reaction SMILES: CS(O[CH2:6][C:7]1([F:13])[CH2:12][CH2:11][O:10][CH2:9][CH2:8]1)(=O)=O.[C:14]1(=[O:24])[NH:18][C:17](=[O:19])[C:16]2=[CH:20][CH:21]=[CH:22][CH:23]=[C:15]12.[K]>CN(C)C=O.C(OCC)(=O)C>[F:13][C:7]1([CH2:6][N:18]2[C:14](=[O:24])[C:15]3[C:16](=[CH:20][CH:21]=[CH:22][CH:23]=3)[C:17]2=[O:19])[CH2:12][CH2:11][O:10][CH2:9][CH2:8]1 |f:1.2,^1:24|. Reported procedure: A mixture of EXAMPLE 337A (1.8 g) and potassium phthalimide (2.356 g) in N,N-dimethylformamide (30 mL) was heated at 150° C. overnight, diluted with ethyl acetate, washed with water and brine, dried (MgSO4), filtered, concentrated and chromatographed on silica gel with 30% ethyl acetate in hexanes as eluent to give the product. The reactants are CI, CN(C)C=O, CC1Oc2cc(Oc3ccc(C(F)(F)F)cc3Cl)ccc2NC1=O, [H-], [Na+], O. The product is CC1Oc2cc(Oc3ccc(C(F)(F)F)cc3Cl)ccc2N(C)C1=O. RXN SMILES: [CH3:27][I:28].[CH3:30][N:31]([CH3:32])[CH:33]=[O:34].[Cl:3][c:4]1[c:5]([O:6][c:7]2[cH:8][c:9]3[c:10]([cH:17][cH:18]2)[NH:11][C:12](=[O:16])[CH:13]([CH3:15])[O:14]3)[cH:19][cH:20][c:21]([C:23]([F:24])([F:25])[F:26])[cH:22]1.[H-:1].[Na+:2].[OH2:29]>>[Cl:3][c:4]1[c:5]([O:6][c:7]2[cH:8][c:9]3[c:10]([cH:17][cH:18]2)[N:11]([CH3:27])[C:12](=[O:16])[CH:13]([CH3:15])[O:14]3)[cH:19][cH:20][c:21]([C:23]([F:24])([F:25])[F:26])[cH:22]1. The reactants are CC1C2=C(CC(CC3=C1C=CC=C3)O)C=CC=C2 (12-Methyl-5,6,7,12-tetrahydrodibenzo[a,d]cycloocten-6-ol), P(=O)(Cl)(Cl)Cl (phosphorous oxychloride), ice water. Run in N1=CC=CC=C1 (pyridine). Product: CC1C2=C(C=CCC3=C1C=CC=C3)C=CC=C2 (12-methyl-7,12-dihydrodibenzo[a,d]cyclooctene). Reaction SMILES: [CH3:1][CH:2]1[C:9]2[CH:10]=[CH:11][CH:12]=[CH:13][C:8]=2[CH2:7][CH:6](O)[CH2:5][C:4]2[CH:15]=[CH:16][CH:17]=[CH:18][C:3]1=2.P(Cl)(Cl)(Cl)=O>N1C=CC=CC=1>[CH3:1][CH:2]1[C:3]2[CH:18]=[CH:17][CH:16]=[CH:15][C:4]=2[CH2:5][CH:6]=[CH:7][C:8]2[CH:13]=[CH:12][CH:11]=[CH:10][C:9]1=2. Reported procedure: 12-Methyl-5,6,7,12-tetrahydrodibenzo[a,d]cycloocten-6-ol (2.7 g., 0.011 mole) in 50 ml. of pyridine was treated with 15 ml. of phosphorous oxychloride. The mixture was heated at reflux for 45 minutes, cooled, and poured carefully into 600 ml. of stirred ice water. The resulting mixture was extracted three times with ether, and the combined ether layers were washed once with water, once with 1 N hydrochloric acid, and twice with water. The washed ether solution was dried over potassium carbonate,... The reactants are O=C([O-])[O-], CN(C)C=O, Cc1nc(-c2ccccc2Cl)n2c1c(C)nc1cc(O)ccc12, [Cs+], [Cs+], Fc1cccc(F)c1CBr, O. The product is Cc1nc(-c2ccccc2Cl)n2c1c(C)nc1cc(OCc3c(F)cccc3F)ccc12. As a reaction SMILES: [C:24](=[O:25])([O-:26])[O-:27].[CH3:30][N:31]([CH3:32])[CH:33]=[O:34].[Cl:1][c:2]1[c:3](-[c:8]2[n:9][c:10]([CH3:23])[c:11]3[n:12]2[c:13]2[cH:14][cH:15][c:16]([OH:22])[cH:17][c:18]2[n:19][c:20]3[CH3:21])[cH:4][cH:5][cH:6][cH:7]1.[Cs+:28].[Cs+:29].[F:35][c:36]1[c:37]([CH2:38][Br:39])[c:40]([F:44])[cH:41][cH:42][cH:43]1.[OH2:45]>>[Cl:1][c:2]1[c:3](-[c:8]2[n:9][c:10]([CH3:23])[c:11]3[n:12]2[c:13]2[cH:14][cH:15][c:16]([O:22][CH2:38][c:37]4[c:36]([F:35])[cH:43][cH:42][cH:41][c:40]4[F:44])[cH:17][c:18]2[n:19][c:20]3[CH3:21])[cH:4][cH:5][cH:6][cH:7]1. Reactants: O1N=C(C=C1)OCC(=O)O (3-isoxazolyloxyacetic acid), C(C)(C)OC(C)C (diisopropyl ether), [N+](=O)(O)[O-].O([N+](=O)[O-])CCN (nitroxyethylamine nitrate). The product is O([N+](=O)[O-])CCNC(COC1=NOC=C1)=O (N-(2-Nitroxyethyl)-3-isoxazolyloxyacetamide). Isolated yield 54.1%. As a reaction SMILES: [O:1]1[CH:5]=[CH:4][C:3]([O:6][CH2:7][C:8]([OH:10])=O)=[N:2]1.[N+]([O-])(O)=O.[O:15]([CH2:19][CH2:20][NH2:21])[N+:16]([O-:18])=[O:17].C(OC(C)C)(C)C>>[O:15]([CH2:19][CH2:20][NH:21][C:8](=[O:10])[CH2:7][O:6][C:3]1[CH:4]=[CH:5][O:1][N:2]=1)[N+:16]([O-:18])=[O:17] |f:1.2|. Reported procedure: Following a similar treatment to that in Example 2 and using 286 mg of 3-isoxazolyloxyacetic acid and 338 mg of nitroxyethylamine nitrate, 250 mg of the title compound was obtained as colorless needles (solvent for recrystallization; diisopropyl ether).